This data is from the Open Reaction Database (ORD), a public repository of structured organic reaction records. The task is: describe an organic reaction: reactants, conditions, products, and yield The reactants are C1CNC(CN2CCCC2)C1, Nc1ncc(-c2cccc(C(=O)O)c2)cc1OCc1c(Cl)cccc1Cl. The product is Nc1ncc(-c2cccc(C(=O)N3CCCC3CN3CCCC3)c2)cc1OCc1c(Cl)cccc1Cl. Reaction SMILES: [N:27]1([CH2:32][CH:33]2[NH:34][CH2:35][CH2:36][CH2:37]2)[CH2:28][CH2:29][CH2:30][CH2:31]1.[NH2:1][c:2]1[c:3]([O:17][CH2:18][c:19]2[c:20]([Cl:26])[cH:21][cH:22][cH:23][c:24]2[Cl:25])[cH:4][c:5](-[c:8]2[cH:9][c:10]([C:11](=[O:12])[OH:13])[cH:14][cH:15][cH:16]2)[cH:6][n:7]1>>[NH2:1][c:2]1[c:3]([O:17][CH2:18][c:19]2[c:20]([Cl:26])[cH:21][cH:22][cH:23][c:24]2[Cl:25])[cH:4][c:5](-[c:8]2[cH:9][c:10]([C:11](=[O:13])[N:34]3[CH:33]([CH2:32][N:27]4[CH2:28][CH2:29][CH2:30][CH2:31]4)[CH2:37][CH2:36][CH2:35]3)[cH:14][cH:15][cH:16]2)[cH:6][n:7]1. Reactants: C(C=C)(=O)OC(C)(C)C (tert-butyl acrylate), C(C)(C)(C)OC(C=CC1=CC2=C(C3=CC=CC=C3N=C2C=C1)N)=O (3-(9-amino-acridin-2-yl)-acrylic acid tert-butyl ester), C(C)(C)(C)OC(C=CC1=CC2=C(C3=CC=CC=C3N=C2C=C1)N)=O (3-(9-amino-acridin-2-yl)-acrylic acid tert-butyl ester). Solvent: C(C)O (ethanol). Product: C(C)(C)(C)OC(CCC1=CC2=C(C3=CC=CC=C3N=C2C=C1)N)=O (3-(9-amino-acridin-2-yl)-propionic acid tert-butyl ester). RXN SMILES: C(OC(C)(C)C)(=O)C=C.[C:10]([O:14][C:15](=[O:33])[CH:16]=[CH:17][C:18]1[CH:31]=[CH:30][C:29]2[C:20](=[C:21]([NH2:32])[C:22]3[C:27]([N:28]=2)=[CH:26][CH:25]=[CH:24][CH:23]=3)[CH:19]=1)([CH3:13])([CH3:12])[CH3:11]>C(O)C>[C:10]([O:14][C:15](=[O:33])[CH2:16][CH2:17][C:18]1[CH:31]=[CH:30][C:29]2[C:20](=[C:21]([NH2:32])[C:22]3[C:27]([N:28]=2)=[CH:26][CH:25]=[CH:24][CH:23]=3)[CH:19]=1)([CH3:13])([CH3:11])[CH3:12]. Procedure: Heck reaction with tert-butyl acrylate (Step 4) worked well to successfully synthesise 3-(9-amino-acridin-2-yl)-acrylic acid tert-butyl ester (Compound 6). The best condition to reduce the double bond was a catalytic hydrogenation at 3 bars in ethanol. The expected 3-(9-amino-acridin-2-yl)-propionic acid tert-butyl ester (Compound 7) was isolated by column chromatography as the major product. Another isomer and a by-product resulting in the reduction of the aromatic ring were also isolated. Run at temperature 60 celsius, time 20 minute. Starting materials: O=O (oxygen), O=O (oxygen), C(=S)=S (Carbon disulfide), C(C)NCC (Diethylamine), O=O (oxygen), C(=S)=S (carbon disulfide). Reported procedure: Diethylamine (150 g, 2.05 moles) and manganese acetate catalyst (30 mg, 0.12 mmole) were charged into a 1 liter reactor at room temperature. The reactor was evacuated to 0.6×105 Pa (0.6 bar) and carbon disulfide (87.5 g, 1.15 moles) was dosed in 20 min while increasing the temperature to 60° C. The reactor was pressurized to 3×105 (3 bar) with pure oxygen and the stirring speed was raised to 1400 rpm. Carbon disulfide dosing was started again at a dosing rate of 2 moles per mole oxygen reacted, ... Yields the product C(C)N(C(SSC(N(CC)CC)=S)=S)CC (tetraethyl thiuram disulfide). Reagents/catalysts: C(C)(=O)[O-].[Mn+2].C(C)(=O)[O-] (manganese acetate). RXN SMILES: [CH2:1]([NH:3][CH2:4][CH3:5])[CH3:2].O=O.[C:8](=[S:10])=[S:9]>C([O-])(=O)C.[Mn+2].C([O-])(=O)C>[CH2:1]([N:3]([CH2:4][CH3:5])[C:8](=[S:10])[S:9][S:9][C:8](=[S:10])[N:3]([CH2:4][CH3:5])[CH2:1][CH3:2])[CH3:2] |f:3.4.5|.